describe an organic reaction: reactants, conditions, products, and yield From a dataset of the Open Reaction Database (ORD), a public repository of structured organic reaction records. Yields the product COC(=O)c1c(C)cc(-c2cccc(C(F)(F)F)c2)cc1O. As a reaction SMILES: [CH3:27][OH:28].[OH:1][c:2]1[cH:3][c:4](-[c:12]2[cH:13][c:14]([C:18]([F:19])([F:20])[F:21])[cH:15][cH:16][cH:17]2)[cH:5][c:6]([CH3:11])[c:7]1[C:8](=[O:9])[OH:10].[S:22](=[O:23])(=[O:24])([OH:25])[OH:26]>>[OH:1][c:2]1[cH:3][c:4](-[c:12]2[cH:13][c:14]([C:18]([F:19])([F:20])[F:21])[cH:15][cH:16][cH:17]2)[cH:5][c:6]([CH3:11])[c:7]1[C:8]([O:9][CH3:27])=[O:10]. Starting materials: CO, Cc1cc(-c2cccc(C(F)(F)F)c2)cc(O)c1C(=O)O, O=S(=O)(O)O.